Dataset: the Open Reaction Database (ORD), a public repository of structured organic reaction records. Task: describe an organic reaction: reactants, conditions, products, and yield Starting materials: CN, Fc1nc(F)c(OC(F)F)c(Cl)n1, C1CCOC1. Yields the product CNc1nc(F)c(OC(F)F)c(Cl)n1. As a reaction SMILES: [CH3:14][NH2:15].[Cl:1][c:2]1[n:3][c:4]([F:13])[n:5][c:6]([F:12])[c:7]1[O:8][CH:9]([F:10])[F:11].[O:16]1[CH2:17][CH2:18][CH2:19][CH2:20]1>>[Cl:1][c:2]1[n:3][c:4]([NH:15][CH3:14])[n:5][c:6]([F:12])[c:7]1[O:8][CH:9]([F:10])[F:11].